Dataset: the Open Reaction Database (ORD), a public repository of structured organic reaction records. Task: describe an organic reaction: reactants, conditions, products, and yield Reactants: C(C)(C)(C)OC(=O)N1N=C(C=C1)CCCC(=O)O (4-[1-(Tert-butoxycarbonyl)-1H-pyrazol-3-yl]butanoic acid), C([O-])([O-])=O.[K+].[K+] (potassium carbonate), C(C1=CC=CC=C1)Br (benzyl bromide). Solvent: CN(C)C=O (DMF). Conditions: time 24 hour. Product: C(C1=CC=CC=C1)OC(CCCC1=NN(C=C1)C(=O)OC(C)(C)C)=O (Tert-butyl 3-[4-(benzyloxy)-4-oxobutyl]-1H-pyrazole-1-carboxylate). Yield: 68.4%. Reaction SMILES: [C:1]([O:5][C:6]([N:8]1[CH:12]=[CH:11][C:10]([CH2:13][CH2:14][CH2:15][C:16]([OH:18])=[O:17])=[N:9]1)=[O:7])([CH3:4])([CH3:3])[CH3:2].C(=O)([O-])[O-].[K+].[K+].[CH2:25](Br)[C:26]1[CH:31]=[CH:30][CH:29]=[CH:28][CH:27]=1>CN(C=O)C>[CH2:25]([O:17][C:16](=[O:18])[CH2:15][CH2:14][CH2:13][C:10]1[CH:11]=[CH:12][N:8]([C:6]([O:5][C:1]([CH3:4])([CH3:2])[CH3:3])=[O:7])[N:9]=1)[C:26]1[CH:31]=[CH:30][CH:29]=[CH:28][CH:27]=1 |f:1.2.3|. Reported procedure: To a stirred solution of 60.0 g (236 mmol) of 4-[1-(tert-butoxycarbonyl)-1H-pyrazol-3-yl]butanoic acid from step C above in 400 mL of DMF was added 48.9 g (354 mmol) of potassium carbonate followed by dropwise addition of 40.0 mL (300 mmol) of benzyl bromide. The resulting mixture was stirred for 24 h, quenched with water, and extracted with ethyl acetate (3×300 mL). The combined organic layers were washed with brine, dried over magnesium sulfate, filtered and evaporated to dryness in vacuo. The... Starting materials: C(C)(=O)OCC.C(C)(C)CC(C)(C)C (ethyl acetate isooctane), C(C)(=O)O[C@H]1[C@H](OC(C)=O)[C@@H](OC(C)=O)[C@H](O[C@H]2[C@H](OC(C)=O)[C@@H](OC(C)=O)[C@H](O[C@@H]3[C@H](OC(C)=O)[C@@H](OC(C)=O)[C@H](OC(C)=O)[C@H](O3)CO[C@@H]3[C@H](OC(C)=O)[C@@H](OC(C)=O)[C@H](OC(C)=O)[C@H](O3)COC(C)=O)[C@H](O2)COC(C)=O)[C@H](O1)COC(C)=O (1,2,3,6-tetra-O-acetyl-4-O-{2,3,6-tri-O-acetyl-4-O-[2,3,4-tri-O-acetyl-6-O-(2,3,4,6-tetra-O-acetyl-α-D-glucopyranosyl)-α-D-glucopyranosyl]-β-D-glucopyranosyl}-β-D -glucopyranose), BrCCO (2-bromoethanol), B(F)(F)F.CCOCC (Borontrifluoride etherate). Run in ClCCl (dichloromethane). Product: C(C)(=O)O[C@H]1[C@H](OCCBr)O[C@@H]([C@H]([C@@H]1OC(C)=O)O[C@@H]1[C@H](OC(C)=O)[C@@H](OC(C)=O)[C@H](O[C@@H]2[C@H](OC(C)=O)[C@@H](OC(C)=O)[C@H](OC(C)=O)[C@H](O2)CO[C@@H]2[C@H](OC(C)=O)[C@@H](OC(C)=O)[C@H](OC(C)=O)[C@H](O2)COC(C)=O)[C@H](O1)COC(C)=O)COC(C)=O (2-Bromoethyl 2,3,6-tri-O-acetyl-4-O-{2,3,6-tri-O-acetyl-4-O-[2,3,4-tri-O-acetyl-6-O-(2,3,4,6-tetra-O-acetyl-α-D-glucopyranosyl)-α-D-glucopyranosyl]-α-D-glucopyranosyl]-β-D-glucopyranoside). Reaction SMILES: [C:1]([O:4][C@@H:5]1[O:82][C@H:81]([CH2:83][O:84][C:85](=[O:87])[CH3:86])[C@@H:16]([O:17][C@@H:18]2[O:75][C@H:74]([CH2:76][O:77][C:78](=[O:80])[CH3:79])[C@@H:29]([O:30][C@H:31]3[O:48][C@H:47]([CH2:49][O:50][C@H:51]4[O:68][C@H:67]([CH2:69][O:70][C:71](=[O:73])[CH3:72])[C@@H:62]([O:63][C:64](=[O:66])[CH3:65])[C@H:57]([O:58][C:59](=[O:61])[CH3:60])[C@H:52]4[O:53][C:54](=[O:56])[CH3:55])[C@@H:42]([O:43][C:44](=[O:46])[CH3:45])[C@H:37]([O:38][C:39](=[O:41])[CH3:40])[C@H:32]3[O:33][C:34](=[O:36])[CH3:35])[C@H:24]([O:25][C:26](=[O:28])[CH3:27])[C@H:19]2[O:20][C:21](=[O:23])[CH3:22])[C@H:11]([O:12][C:13](=[O:15])[CH3:14])[C@H:6]1[O:7][C:8](=[O:10])[CH3:9])(=O)[CH3:2].[Br:88]CCO.B(F)(F)F.CCOCC.C(OCC)(=O)C.C(CC(C)(C)C)(C)C>ClCCl>[C:8]([O:7][C@@H:6]1[C@@H:11]([O:12][C:13](=[O:15])[CH3:14])[C@H:16]([O:17][C@H:18]2[O:75][C@H:74]([CH2:76][O:77][C:78](=[O:80])[CH3:79])[C@@H:29]([O:30][C@H:31]3[O:48][C@H:47]([CH2:49][O:50][C@H:51]4[O:68][C@H:67]([CH2:69][O:70][C:71](=[O:73])[CH3:72])[C@@H:62]([O:63][C:64](=[O:66])[CH3:65])[C@H:57]([O:58][C:59](=[O:61])[CH3:60])[C@H:52]4[O:53][C:54](=[O:56])[CH3:55])[C@@H:42]([O:43][C:44](=[O:46])[CH3:45])[C@H:37]([O:38][C:39](=[O:41])[CH3:40])[C@H:32]3[O:33][C:34](=[O:36])[CH3:35])[C@H:24]([O:25][C:26](=[O:28])[CH3:27])[C@H:19]2[O:20][C:21](=[O:23])[CH3:22])[C@@H:81]([CH2:83][O:84][C:85](=[O:87])[CH3:86])[O:82][C@H:5]1[O:4][CH2:1][CH2:2][Br:88])(=[O:10])[CH3:9] |f:2.3,4.5|. Reported procedure: Compound 92 (12.54 g, 9.85 mmol) and 2-bromoethanol (2.5 g, 1.4 ml, 20 mmol) were dissolved in dichloromethane (50 ml). Borontrifluoride etherate (7.1 g, 6.3 ml, 50 mmol) was added dropwise at room temperature and the mixture was stirred until the reaction was finished (48 h, TLC: SiO2, ethyl acetate:isooctane 3:1). The mixture was washed (water, saturated sodium hydrogen carbonate), dried (Na2SO4) and evaporated. The residue (12.3 g) was chromatographed (SiO2, ethyl acetate:isooctane 3:2) to gi...